Dataset: the Open Reaction Database (ORD), a public repository of structured organic reaction records. Task: describe an organic reaction: reactants, conditions, products, and yield Reactants: CC[N+](CC)(CC)Cc1ccccc1, [Cl-], [Cl-], [Cu]I, Ic1ccc(-c2cccs2)s1, [NH4+], [Na+], [OH-], C#CC(C)O, c1ccccc1, c1ccc(P(c2ccccc2)(c2ccccc2)[Pd](P(c2ccccc2)(c2ccccc2)c2ccccc2)(P(c2ccccc2)(c2ccccc2)c2ccccc2)P(c2ccccc2)(c2ccccc2)c2ccccc2)cc1. Product: CC(O)C#Cc1ccc(-c2cccs2)s1. RXN SMILES: [CH2:22]([N+:23]([CH2:24][CH3:25])([CH2:26][CH3:27])[CH2:28][CH3:29])[c:30]1[cH:31][cH:32][cH:33][cH:34][cH:35]1.[Cl-:19].[Cl-:21].[Cu:36][I:37].[I:6][c:7]1[cH:8][cH:9][c:10](-[c:12]2[s:13][cH:14][cH:15][cH:16]2)[s:11]1.[NH4+:20].[Na+:18].[OH-:17].[OH:1][CH:2]([C:3]#[CH:4])[CH3:5].[cH:115]1[cH:116][cH:117][cH:118][cH:119][cH:120]1.[cH:38]1[cH:39][cH:40][c:41]([P:42]([Pd:43]([P:44]([c:45]2[cH:46][cH:47][cH:48][cH:49][cH:50]2)([c:51]2[cH:52][cH:53][cH:54][cH:55][cH:56]2)[c:57]2[cH:58][cH:59][cH:60][cH:61][cH:62]2)([P:63]([c:64]2[cH:65][cH:66][cH:67][cH:68][cH:69]2)([c:70]2[cH:71][cH:72][cH:73][cH:74][cH:75]2)[c:76]2[cH:77][cH:78][cH:79][cH:80][cH:81]2)[P:82]([c:83]2[cH:84][cH:85][cH:86][cH:87][cH:88]2)([c:89]2[cH:90][cH:91][cH:92][cH:93][cH:94]2)[c:95]2[cH:96][cH:97][cH:98][cH:99][cH:100]2)([c:101]2[cH:102][cH:103][cH:104][cH:105][cH:106]2)[c:107]2[cH:108][cH:109][cH:110][cH:111][cH:112]2)[cH:113][cH:114]1>>[OH:1][CH:2]([C:3]#[C:4][c:7]1[cH:8][cH:9][c:10](-[c:12]2[s:13][cH:14][cH:15][cH:16]2)[s:11]1)[CH3:5]. The reactants are C1CCCC12CCC(CC2)OC=2C=C1C=CC(=CC1=CC2)C=O (6-(Spiro[4.5]dec-8-yloxy)-naphthalene-2-carbaldehyde), NCCC(=O)O (Beta-alanine), C(C)O (ethanol), C(#N)[BH3-].[Na+] (sodium cyanoborohydride), C(CC(O)(C(=O)O)CC(=O)O)(=O)O (citric acid). Product: C1CCCC12CCC(CC2)OC=2C=C1C=CC(=CC1=CC2)CNCCC(=O)O (3-((6-(spiro-[4.5]decan-8-yloxy)naphthalen-2-yl)methylamino)propanoic acid). The yield is 31.0%. As a reaction SMILES: [CH2:1]1[C:5]2([CH2:10][CH2:9][CH:8]([O:11][C:12]3[CH:13]=[C:14]4[C:19](=[CH:20][CH:21]=3)[CH:18]=[C:17]([CH:22]=O)[CH:16]=[CH:15]4)[CH2:7][CH2:6]2)[CH2:4][CH2:3][CH2:2]1.[NH2:24][CH2:25][CH2:26][C:27]([OH:29])=[O:28].C(O)C.C([BH3-])#N.[Na+].C(O)(=O)CC(CC(O)=O)(C(O)=O)O>>[CH2:4]1[C:5]2([CH2:10][CH2:9][CH:8]([O:11][C:12]3[CH:13]=[C:14]4[C:19](=[CH:20][CH:21]=3)[CH:18]=[C:17]([CH2:22][NH:24][CH2:25][CH2:26][C:27]([OH:29])=[O:28])[CH:16]=[CH:15]4)[CH2:7][CH2:6]2)[CH2:1][CH2:2][CH2:3]1 |f:3.4|. Procedure details: A solution of 6-(Spiro[4.5]dec-8-yloxy)-naphthalene-2-carbaldehyde (229.5 mg, 0.7441 mmol) and Beta-alanine (66.3 mg, 0.744 mmol) in ethanol (1 mL, 20 mmol) was heated to reflux for 2 h. The yellow solution was cooled to rt and sodium cyanoborohydride (56.1 mg, 0.893 mmol) was added and was heated to reflux for 1 h. After cooled down to rt, citric acid was added and concentrated down. Extraction with DCM and prep HPLC gave product as a white solid (88 mg, 31%). LCMS Rt=1.52 min m/z=382.30 [M+1].... Starting materials: Clc1cc(Br)ccc1CBr, C=CCCC(=O)OCC, C1CCOC1, CC(C)[N-]C(C)C, [Li+]. Yields the product C=CCC(Cc1ccc(Br)cc1Cl)C(=O)OCC. RXN SMILES: [Br:18][c:19]1[cH:20][c:21]([Cl:27])[c:22]([CH2:23][Br:24])[cH:25][cH:26]1.[C:9]([CH2:10][CH2:11][CH:12]=[CH2:13])(=[O:14])[O:15][CH2:16][CH3:17].[CH2:28]1[O:29][CH2:30][CH2:31][CH2:32]1.[CH3:2][CH:3]([N-:4][CH:5]([CH3:6])[CH3:7])[CH3:8].[Li+:1]>>[C:9]([CH:10]([CH2:11][CH:12]=[CH2:13])[CH2:23][c:22]1[c:21]([Cl:27])[cH:20][c:19]([Br:18])[cH:26][cH:25]1)(=[O:14])[O:15][CH2:16][CH3:17]. The reactants are NC(=O)N (Urea), C=O (formaldehyde), C(C1=CC=CO1)O (furfurylalcohol). Yields the product C=O.NC(=O)N.C(C1=CC=CO1)O (urea formaldehyde furfurylalcohol). As a reaction SMILES: [NH2:1][C:2]([NH2:4])=[O:3].C=O.[CH2:7]([OH:13])[C:8]1[O:12][CH:11]=[CH:10][CH:9]=1>>[CH2:2]=[O:3].[NH2:1][C:2]([NH2:4])=[O:3].[CH2:7]([OH:13])[C:8]1[O:12][CH:11]=[CH:10][CH:9]=1 |f:3.4.5|. Procedure: A urea formaldehyde-furfurylalcohol resin was prepared according to the method described in British Pat. No. 942,845, Example No. 1. The molar ratio of Urea: formaldehyde: furfurylalcohol was 1 : 2,6 : 0,9 The reactants are CCCCCC1CCC(c2ccc(Br)c(C(=O)O)c2F)CC1, O=C([O-])[O-], CI, CC(C)=O, [K+], [K+]. Product: CCCCCC1CCC(c2ccc(Br)c(C(=O)OC)c2F)CC1. RXN SMILES: [Br:1][c:2]1[cH:3][cH:4][c:5]([CH:12]2[CH2:13][CH2:14][CH:15]([CH2:18][CH2:19][CH2:20][CH2:21][CH3:22])[CH2:16][CH2:17]2)[c:6]([F:11])[c:7]1[C:8](=[O:9])[OH:10].[C:23](=[O:24])([O-:25])[O-:26].[CH3:29][I:30].[CH3:31][C:32](=[O:33])[CH3:34].[K+:27].[K+:28]>>[Br:1][c:2]1[cH:3][cH:4][c:5]([CH:12]2[CH2:13][CH2:14][CH:15]([CH2:18][CH2:19][CH2:20][CH2:21][CH3:22])[CH2:16][CH2:17]2)[c:6]([F:11])[c:7]1[C:8](=[O:9])[O:10][CH3:23]. Reactants: 1H-1-Carboxamidine hydrochloride, CCN(C(C)C)C(C)C (DIPEA), Cl.NCC(O)C1=CC(=C(C(=C1)C)OCC1=C(C=CC=C1)[N+](=O)[O-])C (2-Amino-1-{3,5-dimethyl-4-[(2-nitrobenzyl)oxy]phenyl}-1-ethanol HCl), CN(C)C=O (DMF). Solvent: CCOCC (Et2O). Conditions: time 14 hour. Product: Cl.CC=1C=C(C=C(C1OCC1=C(C=CC=C1)[N+](=O)[O-])C)C(C[NH+]=C(N)N)O (2-{3,5-dimethyl-4-[(2-nitrobenzyl)oxy]phenyl-2-hydroxyethyl)guanidinium HCl). The yield is 68.0%. Reaction SMILES: CC[N:3]([CH:7](C)C)C(C)C.[ClH:10].[NH2:11][CH2:12][CH:13]([C:15]1[CH:20]=[C:19]([CH3:21])[C:18]([O:22][CH2:23][C:24]2[CH:29]=[CH:28][CH:27]=[CH:26][C:25]=2[N+:30]([O-:32])=[O:31])=[C:17]([CH3:33])[CH:16]=1)[OH:14].C[N:35](C=O)C>CCOCC>[ClH:10].[CH3:21][C:19]1[CH:20]=[C:15]([CH:13]([OH:14])[CH2:12][NH+:11]=[C:7]([NH2:3])[NH2:35])[CH:16]=[C:17]([CH3:33])[C:18]=1[O:22][CH2:23][C:24]1[CH:29]=[CH:28][CH:27]=[CH:26][C:25]=1[N+:30]([O-:32])=[O:31] |f:1.2,5.6|. Procedure: 1H-1-Carboxamidine hydrochloride (271 mg,1.85 mmol), and DIPEA (0.5 mL, 3.87 mmol) were added to a vigorously stirring solution of amine 13 (450 mg, 1.42 mmol) in DMF (1.5 ml). The reaction was stirred for 14 hrs then worked up by diluting with Et2O. The viscous oil was repeatedly washed with Et2O, then recrystillized from CH2Cl/MeOH2 giving pure 14 (382 mg, 68%) as a off-white solid: 1H NMR (270 MHz, DMSO-d6) δ8.16(d, J=8.2 Hz, 1H, ArNO2) 8.03(d, J=8.2 Hz ArNO2), 1H, 7.87(t, J=8.2 Hz, 1H ArNO2)... Reactants: C1NCCC2=CC=C(C=C12)NC1=NC=CC(=N1)C=1C(=NN2C1C=CC=C2)C=2C=C(C=CC2)NC(C2=CC=CC=C2)=O (N-(3-{3-[2-(1,2,3,4-tetrahydro-7-isoquinolinylamino)-4-pyrimidinyl]-pyrazolo[1,5-a]pyridin-2-yl}phenyl)benzamide), NC=1C=C(C=CC1)C1=NN2C(C=CC=C2)=C1C1=NC(=NC=C1)NC1=CC(=CC=C1)F (4-[2-(3-aminophenyl)pyrazolo[1,5-a]pyridin-3-yl]-N-(3-fluorophenyl)-2-pyrimidinamine), O1N=CC=C1C(=O)Cl (5-isoxazolecarbonyl chloride). The product is FC=1C=C(C=CC1)NC1=NC=CC(=N1)C=1C(=NN2C1C=CC=C2)C=2C=C(C=CC2)NC(=O)C2=CC=NO2 (N-[3-(3-{2-[(3-fluorophenyl)amino]-4-pyrimidinyl}pyrazolo[1,5-a]pyridin-2-yl)phenyl]-5-isoxazolecarboxamide). As a reaction SMILES: C1C2C(=CC=C(NC3N=C(C4C(C5C=C(NC(=O)C6C=CC=CC=6)C=CC=5)=NN5C=CC=CC=45)C=CN=3)C=2)CCN1.[NH2:42][C:43]1[CH:44]=[C:45]([C:49]2[C:57]([C:58]3[CH:63]=[CH:62][N:61]=[C:60]([NH:64][C:65]4[CH:70]=[CH:69][CH:68]=[C:67]([F:71])[CH:66]=4)[N:59]=3)=[C:52]3[CH:53]=[CH:54][CH:55]=[CH:56][N:51]3[N:50]=2)[CH:46]=[CH:47][CH:48]=1.[O:72]1[C:76]([C:77](Cl)=[O:78])=[CH:75][CH:74]=[N:73]1>>[F:71][C:67]1[CH:66]=[C:65]([NH:64][C:60]2[N:59]=[C:58]([C:57]3[C:49]([C:45]4[CH:44]=[C:43]([NH:42][C:77]([C:76]5[O:72][N:73]=[CH:74][CH:75]=5)=[O:78])[CH:48]=[CH:47][CH:46]=4)=[N:50][N:51]4[CH:56]=[CH:55][CH:54]=[CH:53][C:52]=34)[CH:63]=[CH:62][N:61]=2)[CH:70]=[CH:69][CH:68]=1. Reported procedure: In a manner analogous to Example 66, 91 mg of the title compound was synthesized from 100 mg (0.25 mmol) of 4-[2-(3-aminophenyl)pyrazolo[1,5-a]pyridin-3-yl]-N-(3-fluorophenyl)-2-pyrimidinamine and 46 mg (0.353 mmol) of 5-isoxazolecarbonyl chloride a yellow solid: 1H NMR (d6-DMSO, 400 MHz) δ 6.59 (d, 1H, J=5.5 Hz), 6.72 (td, 1H, J=8.0 and 2.5 Hz), 7.14 (td, 1H, J=6.8 and 1.5 Hz), 7.21-7.29 (m, 2H), 7.37-7.53 (m, 4H), 7.78 (d, 1H, J=12.3 Hz), 7.93 (d, 1H, J=8.6 Hz), 8.09 (s, 1H), 8.32 (d, 1H, J=5.... Starting materials: C, CO, CCO, COc1ccccc1CNC1CCCNC1c1ccccc1, Cl, O, [Pd]. The product is NC1CCCNC1c1ccccc1. RXN SMILES: [C:30].[CH3:1][OH:2].[CH3:3][CH2:4][OH:5].[CH3:7][O:8][c:9]1[cH:10][cH:11][cH:25][cH:26][c:27]1[CH2:28][NH:12][CH:13]1[CH:14]([c:19]2[cH:20][cH:21][cH:22][cH:23][cH:24]2)[NH:15][CH2:16][CH2:17][CH2:18]1.[ClH:6].[OH2:29].[Pd:31]>>[NH2:12][CH:13]1[CH:14]([c:19]2[cH:20][cH:21][cH:22][cH:23][cH:24]2)[NH:15][CH2:16][CH2:17][CH2:18]1.